Dataset: the Open Reaction Database (ORD), a public repository of structured organic reaction records. Task: describe an organic reaction: reactants, conditions, products, and yield The reactants are BrCc1ccccc1, O=C([O-])[O-], CCO, [K+], [K+], CC(C)(Oc1ccc(N)cc1)C(=O)O. Yields the product CC(C)(Oc1ccc(NCc2ccccc2)cc1)C(=O)O. RXN SMILES: [Br:21][CH2:22][c:23]1[cH:24][cH:25][cH:26][cH:27][cH:28]1.[C:15](=[O:16])([O-:17])[O-:18].[CH3:29][CH2:30][OH:31].[K+:19].[K+:20].[NH2:1][c:2]1[cH:3][cH:4][c:5]([O:6][C:7]([C:8](=[O:9])[OH:10])([CH3:11])[CH3:12])[cH:13][cH:14]1>>[NH:1]([c:2]1[cH:3][cH:4][c:5]([O:6][C:7]([C:8](=[O:9])[OH:10])([CH3:11])[CH3:12])[cH:13][cH:14]1)[CH2:22][c:23]1[cH:24][cH:25][cH:26][cH:27][cH:28]1. Starting materials: COc1ccc(N2CCOCC2)c2sc(NC(=O)c3ccnc(Cl)c3)nc12, [H-], [Na+], C1COCCO1, O=C1CCCN1CCO. The product is COc1ccc(N2CCOCC2)c2sc(NC(=O)c3ccnc(OCCN4CCCC4=O)c3)nc12. RXN SMILES: [Cl:1][c:2]1[cH:3][c:4]([C:5](=[O:6])[NH:7][c:8]2[s:9][c:10]3[c:11]([n:12]2)[c:13]([O:23][CH3:24])[cH:14][cH:15][c:16]3[N:17]2[CH2:18][CH2:19][O:20][CH2:21][CH2:22]2)[cH:25][cH:26][n:27]1.[H-:28].[Na+:29].[O:39]1[CH2:40][CH2:41][O:42][CH2:43][CH2:44]1.[OH:30][CH2:31][CH2:32][N:33]1[C:34](=[O:38])[CH2:35][CH2:36][CH2:37]1>>[c:2]1([O:30][CH2:31][CH2:32][N:33]2[C:34](=[O:38])[CH2:35][CH2:36][CH2:37]2)[cH:3][c:4]([C:5](=[O:6])[NH:7][c:8]2[s:9][c:10]3[c:11]([n:12]2)[c:13]([O:23][CH3:24])[cH:14][cH:15][c:16]3[N:17]2[CH2:18][CH2:19][O:20][CH2:21][CH2:22]2)[cH:25][cH:26][n:27]1. The product is CCOC(C)OC1(C)CCC(O[Si](CC)(CC)CC)CC(=O)OC(C(C)=CC=CC(C)CC2OC2C(C)C(CC)OC(=O)c2ccccc2)C(C)C=CC1OC(C)=O. The reactants are CCC(OC(=O)c1ccccc1)C(C)C1OC1CC(C)C=CC=C(C)C1OC(=O)CC(O[Si](CC)(CC)CC)CCC(C)(O)C(OC(C)=O)C=CC1C, ClCCl, CCOC(C)=O, C=COCC, Cc1ccc(S(=O)(=O)[O-])cc1, c1cc[nH+]cc1. As a reaction SMILES: [C:1]([CH3:2])(=[O:3])[O:4][CH:5]1[C:6]([CH3:52])([OH:53])[CH2:7][CH2:8][CH:9]([O:44][Si:45]([CH2:46][CH3:47])([CH2:48][CH3:49])[CH2:50][CH3:51])[CH2:10][C:11](=[O:12])[O:13][CH:14]([C:19](=[CH:20][CH:21]=[CH:22][CH:23]([CH2:24][CH:25]2[CH:26]([CH:27]([CH:28]([CH2:29][CH3:30])[O:31][C:32]([c:33]3[cH:34][cH:35][cH:36][cH:37][cH:38]3)=[O:39])[CH3:40])[O:41]2)[CH3:42])[CH3:43])[CH:15]([CH3:18])[CH:16]=[CH:17]1.[CH2:76]([Cl:77])[Cl:78].[CH3:79][CH2:80][O:81][C:82](=[O:83])[CH3:84].[CH:54](=[CH2:55])[O:56][CH2:57][CH3:58].[c:59]1([CH3:60])[cH:61][cH:62][c:63]([S:64]([O-:65])(=[O:66])=[O:67])[cH:68][cH:69]1.[nH+:70]1[cH:71][cH:72][cH:73][cH:74][cH:75]1>>[C:1]([CH3:2])(=[O:3])[O:4][CH:5]1[C:6]([CH3:52])([O:53][CH:54]([CH3:55])[O:56][CH2:57][CH3:58])[CH2:7][CH2:8][CH:9]([O:44][Si:45]([CH2:46][CH3:47])([CH2:48][CH3:49])[CH2:50][CH3:51])[CH2:10][C:11](=[O:12])[O:13][CH:14]([C:19](=[CH:20][CH:21]=[CH:22][CH:23]([CH2:24][CH:25]2[CH:26]([CH:27]([CH:28]([CH2:29][CH3:30])[O:31][C:32]([c:33]3[cH:34][cH:35][cH:36][cH:37][cH:38]3)=[O:39])[CH3:40])[O:41]2)[CH3:42])[CH3:43])[CH:15]([CH3:18])[CH:16]=[CH:17]1. The reactants are C1(CCCCC1)CCCCCCCCCCCCO (12-cyclohexyldodecanol), C(Cl)C1CO1 (epichlorohydrin), [OH-].[Na+] (sodium hydroxide). Reagents/catalysts: [Cl-].C(CCCCCCCCCCCCCCC)[N+](C)(C)C (cetyltrimethylammonium chloride). Solvent: C1(=CC=CC=C1)C (toluene). Reaction conditions: temperature 60 celsius, time 24 hour. Product: O1CC1COCCCCCCCCCCCCC1CCCCC1 (1,2-Epoxy-3-(12-cyclohexyldodecyloxy)propane). Isolated yield 71.2%. As a reaction SMILES: [CH:1]1([CH2:7][CH2:8][CH2:9][CH2:10][CH2:11][CH2:12][CH2:13][CH2:14][CH2:15][CH2:16][CH2:17][CH2:18][OH:19])[CH2:6][CH2:5][CH2:4][CH2:3][CH2:2]1.[CH2:20]([CH:22]1[O:24][CH2:23]1)Cl.[OH-].[Na+]>[Cl-].C([N+](C)(C)C)CCCCCCCCCCCCCCC.C1(C)C=CC=CC=1>[O:24]1[CH:22]([CH2:20][O:19][CH2:18][CH2:17][CH2:16][CH2:15][CH2:14][CH2:13][CH2:12][CH2:11][CH2:10][CH2:9][CH2:8][CH2:7][CH:1]2[CH2:6][CH2:5][CH2:4][CH2:3][CH2:2]2)[CH2:23]1 |f:2.3,4.5|. Procedure details: A mixture containing 26.5 g of 12-cyclohexyldodecanol, 27.4 g of epichlorohydrin, 52.6 g of a 50% aqueous sodium hydroxide solution, 2.0 g of cetyltrimethylammonium chloride and 300 ml of toluene is stirred at 60° C. for 24 hours. The resulting reaction mixture is then washed with water, dried and concentrated to leave a residue which in turn is purified by silica gel chromatography to obtain 22.8 g of the captioned compound as a colorless oily substance. Reactants: Cc1ccccc1, Nc1ncccc1OCc1c(Cl)cccc1Cl, S=C=Nc1ccccc1. The product is S=C(Nc1ccccc1)Nc1ncccc1OCc1c(Cl)cccc1Cl. As a reaction SMILES: [CH3:27][c:28]1[cH:29][cH:30][cH:31][cH:32][cH:33]1.[NH2:1][c:2]1[n:3][cH:4][cH:5][cH:6][c:7]1[O:8][CH2:9][c:10]1[c:11]([Cl:17])[cH:12][cH:13][cH:14][c:15]1[Cl:16].[c:18]1([N:24]=[C:25]=[S:26])[cH:19][cH:20][cH:21][cH:22][cH:23]1>>[NH:1]([c:2]1[n:3][cH:4][cH:5][cH:6][c:7]1[O:8][CH2:9][c:10]1[c:11]([Cl:17])[cH:12][cH:13][cH:14][c:15]1[Cl:16])[C:25]([NH:24][c:18]1[cH:19][cH:20][cH:21][cH:22][cH:23]1)=[S:26]. The reactants are [N+](=O)([O-])C1=CC=C(COC(=O)C=2N3C(C([C@H]3SC2)(Br)C(C=2N=C3N(CC(N(C3)C)=O)C2)OC(C)=O)=O)C=C1 ((5R,6RS)-6-[Acetoxy-(7-methyl-6-oxo-5,6,7,8-tetrahydro-imidazo[1,2-a]pyrazin-2-yl)-methyl]-6-bromo-7-oxo-4-thia-1-aza-bicyclo[3.2.0]hept-2-ene-2-carboxylic acid 4-nitro-benzyl ester), C(C)(=O)OCC (ethyl acetate), P(=O)([O-])([O-])[O-] (phosphate). Reagents/catalysts: [Zn] (Zn). The solvent is C1CCOC1 (THF), C(C)#N (acetonitrile). Conditions: time 2 hour. Product: CN1CC=2N(CC1=O)C(=CN2)C=O (7-Methyl-6-oxo-5,6,7,8-tetrahydro-imidazo[1,2-a]pyrazine-3-carbaldehyde), (5R),(6E)-6-(7-Methyl-6-oxo-5,6,7,8-tetrahydro-imidazo[1,2-a]pyrazin-2-ylmethylene)-7-oxo-4-thia-1-aza-bicyclo[3.2.0]hept-2-ene-2-carboxylic acid sodium salt. Yield: 6.7%. As a reaction SMILES: [N+](C1C=CC(COC(C2N3[C@H](SC=2)C(C(OC(=O)C)[C:21]2[N:22]=[C:23]4[CH2:28][N:27]([CH3:29])[C:26](=[O:30])[CH2:25][N:24]4[CH:31]=2)(Br)C3=O)=O)=CC=1)([O-])=O.P([O-])([O-])([O-])=O.[C:44](OCC)(=[O:46])C>C1COCC1.C(#N)C.[Zn]>[CH3:29][N:27]1[C:26](=[O:30])[CH2:25][N:24]2[C:31]([CH:44]=[O:46])=[CH:21][N:22]=[C:23]2[CH2:28]1. Reported procedure: (5R,6RS)-6-[Acetoxy-(7-methyl-6-oxo-5,6,7,8-tetrahydro-imidazo[1,2-a]pyrazin-2-yl)-methyl]-6-bromo-7-oxo-4-thia-1-aza-bicyclo[3.2.0]hept-2-ene-2-carboxylic acid 4-nitro-benzyl ester (481 mg) was dissolved in THF (6.7 mL) and acetonitrile (3.1 mL). Freshly activated Zn dust (1.92 g) and 0.5 M phosphate buffer (pH 6.5, 9.9 mL) were added to the mixture. The reaction vessel was covered with foil to exclude light. The reaction mixture was vigorously stirred for 2 h at room temperature. The reaction ...